This data is from the Open Reaction Database (ORD), a public repository of structured organic reaction records. The task is: describe an organic reaction: reactants, conditions, products, and yield Reactants: C(C)(C)(C)OC(=O)N[C@@H](C(=O)O)C1CC2=CC=CC=C2C1 ((2R)-[(tert-butoxycarbonyl)amino](2,3-dihydro-1H-inden-2-yl)ethanoic acid), CN1CCOCC1 (N-methylmorpholine), FC1=C(C=CC(=C1)F)C(C(=O)N(C)C)N[C@@H](CC(C)C)C(=O)O (N-[1-(2,4-difluorophenyl)-2-(dimethylamino)-2-oxoethyl]-L-leucine), C(C)(C)OC(=O)Cl (isopropylchloroformate). The solvent is O1CCCC1 (tetrahydrofuran), O1CCCC1 (tetrahydrofuran), C1(=CC=CC=C1)C (toluene). Run at time 10 minute. The product is FC1=C(C=CC(=C1)F)[C@H](C(=O)N(C)C)N1C([C@H](NC([C@H]1CC(C)C)=O)C1CC2=CC=CC=C2C1)=O ((2R)-2-(2,4-difluorophenyl)-2-[(3R,6R)-3-(2,3-dihydro-1H-inden-2-yl)-6-isobutyl-2,5-dioxopiperazin-1-yl]-N,N-dimethylethanamide). Isolated yield 27.3%. RXN SMILES: C(O[C:6]([NH:8][C@H:9]([CH:13]1[CH2:21][C:20]2[C:15](=[CH:16][CH:17]=[CH:18][CH:19]=2)[CH2:14]1)[C:10]([OH:12])=O)=[O:7])(C)(C)C.CN1CCOCC1.C(OC(Cl)=O)(C)C.[F:36][C:37]1[CH:42]=[C:41]([F:43])[CH:40]=[CH:39][C:38]=1[CH:44]([NH:50][C@H:51](C(O)=O)[CH2:52][CH:53]([CH3:55])[CH3:54])[C:45]([N:47]([CH3:49])[CH3:48])=[O:46]>O1CCCC1.C1(C)C=CC=CC=1>[F:36][C:37]1[CH:42]=[C:41]([F:43])[CH:40]=[CH:39][C:38]=1[C@@H:44]([N:50]1[C@H:51]([CH2:52][CH:53]([CH3:55])[CH3:54])[C:6](=[O:7])[NH:8][C@H:9]([CH:13]2[CH2:14][C:15]3[C:20](=[CH:19][CH:18]=[CH:17][CH:16]=3)[CH2:21]2)[C:10]1=[O:12])[C:45]([N:47]([CH3:48])[CH3:49])=[O:46]. Procedure details: To a solution of (2R)-[(tert-butoxycarbonyl)amino](2,3-dihydro-1H-inden-2-yl)ethanoic acid (84 mg) in dry tetrahydrofuran (6 ml) at −20° C. under a nitrogen atmosphere was added N-methylmorpholine (32 l) and a solution of isopropylchloroformate in toluene (1.0M, 290 l). After 10 minutes, a solution of N-[1-(2,4-difluorophenyl)-2-(dimethylamino)-2-oxoethyl]-L-leucine (95 mg) in tetrahydrofuran (10 ml) was added and the reaction was allowed to warm to room temperature. After 20 hours, the solvent ... Starting materials: C(C1=CC=CC=C1)OC(=O)N1[C@H](C(NC2=CC=C(C=C12)Cl)=O)C ((3S)-4-N-(Benzyloxycarbonyl)-6-chloro-3-methyl-3,4-di-hydroquinoxalin-2(1H)-one), [N+](=O)(O)[O-] (nitric acid), ice water. Run in C(C)(=O)O (acetic acid). Yields the product C(C1=CC=CC=C1)OC(=O)N1[C@H](C(NC2=C(C=C(C=C12)Cl)[N+](=O)[O-])=O)C ((3S)-4-N-(Benzyloxycarbonyl)-6-chloro-3-methyl-8-nitro-3,4-dihydroquinoxalin-2(1H)-one). RXN SMILES: [CH2:1]([O:8][C:9]([N:11]1[C:20]2[C:15](=[CH:16][CH:17]=[C:18]([Cl:21])[CH:19]=2)[NH:14][C:13](=[O:22])[C@@H:12]1[CH3:23])=[O:10])[C:2]1[CH:7]=[CH:6][CH:5]=[CH:4][CH:3]=1.[N+:24]([O-])([OH:26])=[O:25]>C(O)(=O)C>[CH2:1]([O:8][C:9]([N:11]1[C:20]2[C:15](=[C:16]([N+:24]([O-:26])=[O:25])[CH:17]=[C:18]([Cl:21])[CH:19]=2)[NH:14][C:13](=[O:22])[C@@H:12]1[CH3:23])=[O:10])[C:2]1[CH:7]=[CH:6][CH:5]=[CH:4][CH:3]=1. Procedure details: The compound of Example III (1.5 g, 4.5 mmol) was nitrated in glacial acetic acid (15 ml). A total of 5 ml (124.3 mmol) of fuming nitric acid were added dropwise in the course of 4 hours at 0° C. to room temperature. The mixture was subsequently poured into 100 ml of ice-water, and the product, which was obtained in the form of a yellow solid, was filtered off, washed thoroughly with water, and dried. Melting point 85° C. (subl.). Starting materials: FC(C=1C=C(C=CC1)C(CC)=O)(F)F (1-[3-(Trifluoromethyl)phenyl]-1-propanone), [OH-].[K+] (Potassium hydroxide), FC=1C=C2C(C(NC2=CC1)=O)=O (5-fluoro-1H-indole-2,3-dione). The solvent is O (water), C(C)O (ethanol). Yields the product FC=1C=C2C(=C(C(=NC2=CC1)C1=CC(=CC=C1)C(F)(F)F)C)C(=O)O (6-fluoro-3-methyl-2-[3-(trifluoromethyl)phenyl]-4-quinolinecarboxylic acid). The yield is 100.2%. Reaction SMILES: [OH-:1].[K+].[F:3][C:4]1[CH:5]=[C:6]2[C:10](=[CH:11][CH:12]=1)[NH:9][C:8](=[O:13])[C:7]2=O.[F:15][C:16]([F:28])([F:27])[C:17]1[CH:18]=[C:19]([C:23](=O)[CH2:24][CH3:25])[CH:20]=[CH:21][CH:22]=1>O.C(O)C>[F:3][C:4]1[CH:5]=[C:6]2[C:10](=[CH:11][CH:12]=1)[N:9]=[C:23]([C:19]1[CH:20]=[CH:21][CH:22]=[C:17]([C:16]([F:15])([F:27])[F:28])[CH:18]=1)[C:24]([CH3:25])=[C:7]2[C:8]([OH:13])=[O:1] |f:0.1|. Reported procedure: Potassium hydroxide (20.39 g, 363 mmol) in water (40 mL) was added to a suspension of 5-fluoro-1H-indole-2,3-dione (10.0 g, 60.6 mmol) in ethanol (100 mL) slowly. 1-[3-(Trifluoromethyl)phenyl]-1-propanone (12.24 g, 60.6 mmol) was added, and the mixture was heated to reflux for 1 h. The solvent was removed under reduced pressure, the residue was dissolved in water, and the mixture was washed with ether (3 times). The aqueous mixture was chilled and adjusted to pH˜3 with concentrated HCl. The soli... Procedure details: Sodium hydride (50% dispersion in oil; 100 mg) was added to a stirred solution of thiophenol (0.2 ml) in dimethylacetamide (10 ml) and the mixture was stirred until effervescence ceased. 4-Chloro-5,7-diethyl-1-[(2'-(2-triphenylmethyl-2H-tetrazol-5-yl)biphenyl-4-yl)methyl]-1,6-naphthyridin-2(1H)-one (0.7 g) was added to the solution and the mixture was stirred at 50° C. for 4 hours. The reaction mixture was then poured into water and extracted twice with ethyl acetate. The combined extracts were ... Run in CC(=O)N(C)C (dimethylacetamide). RXN SMILES: [H-].[Na+].[C:3]1([SH:9])[CH:8]=[CH:7][CH:6]=[CH:5][CH:4]=1.Cl[C:11]1[C:20]2[C:15](=[CH:16][C:17]([CH2:23][CH3:24])=[N:18][C:19]=2[CH2:21][CH3:22])[N:14]([CH2:25][C:26]2[CH:31]=[CH:30][C:29]([C:32]3[CH:37]=[CH:36][CH:35]=[CH:34][C:33]=3[C:38]3[N:39]=[N:40][N:41]([C:43]([C:56]4[CH:61]=[CH:60][CH:59]=[CH:58][CH:57]=4)([C:50]4[CH:55]=[CH:54][CH:53]=[CH:52][CH:51]=4)[C:44]4[CH:49]=[CH:48][CH:47]=[CH:46][CH:45]=4)[N:42]=3)=[CH:28][CH:27]=2)[C:13](=[O:62])[CH:12]=1.O>CC(N(C)C)=O>[CH2:21]([C:19]1[N:18]=[C:17]([CH2:23][CH3:24])[CH:16]=[C:15]2[C:20]=1[C:11]([S:9][C:3]1[CH:8]=[CH:7][CH:6]=[CH:5][CH:4]=1)=[CH:12][C:13](=[O:62])[N:14]2[CH2:25][C:26]1[CH:27]=[CH:28][C:29]([C:32]2[CH:37]=[CH:36][CH:35]=[CH:34][C:33]=2[C:38]2[N:39]=[N:40][N:41]([C:43]([C:56]3[CH:57]=[CH:58][CH:59]=[CH:60][CH:61]=3)([C:50]3[CH:55]=[CH:54][CH:53]=[CH:52][CH:51]=3)[C:44]3[CH:45]=[CH:46][CH:47]=[CH:48][CH:49]=3)[N:42]=2)=[CH:30][CH:31]=1)[CH3:22] |f:0.1|. The reactants are ClC1=CC(N(C2=CC(=NC(=C12)CC)CC)CC1=CC=C(C=C1)C1=C(C=CC=C1)C=1N=NN(N1)C(C1=CC=CC=C1)(C1=CC=CC=C1)C1=CC=CC=C1)=O (4-Chloro-5,7-diethyl-1-[(2'-(2-triphenylmethyl-2H-tetrazol-5-yl)biphenyl-4-yl)methyl]-1,6-naphthyridin-2(1H)-one), O (water), [H-].[Na+] (Sodium hydride), C1(=CC=CC=C1)S (thiophenol). Yields the product 5,7-diethyl-4-phenylthio, C(C)C1=C2C(=CC(N(C2=CC(=N1)CC)CC1=CC=C(C=C1)C1=C(C=CC=C1)C=1N=NN(N1)C(C1=CC=CC=C1)(C1=CC=CC=C1)C1=CC=CC=C1)=O)SC1=CC=CC=C1 (5,7-diethyl-4-phenylthio-1-[(2'-(2-triphenylmethyl-2H-tetrazol-5-yl)biphenyl-4-yl)methyl]-1,6-naphthyridin-2(1H)-one). Reactants: BrC1=CC=C(C=C1)[C@H](C)N1C(O[C@](CC1)(C1=CC=C(C=C1)F)CC(C#N)(C)C)=O (3-((R)-3-((S)-1-(4-bromophenyl)ethyl)-6-(4-fluorophenyl)-2-oxo-1,3-oxazinan-6-yl)-2,2-dimethylpropanenitrile), CC1=NC=CC(=C1)B(O)O (2-methylpyridine-4-boronic acid). Yields the product FC1=CC=C(C=C1)[C@]1(CCN(C(O1)=O)[C@@H](C)C1=CC=C(C=C1)C1=CC(=NC=C1)C)CC(C#N)(C)C (3-((R)-6-(4-fluorophenyl)-3-((S)-1-(4-(2-methylpyridin-4-yl)phenyl)ethyl)-2-oxo-1,3-oxazinan-6-yl)-2,2-dimethylpropanenitrile). Reaction SMILES: Br[C:2]1[CH:7]=[CH:6][C:5]([C@@H:8]([N:10]2[CH2:15][CH2:14][C@:13]([CH2:23][C:24]([CH3:28])([CH3:27])[C:25]#[N:26])([C:16]3[CH:21]=[CH:20][C:19]([F:22])=[CH:18][CH:17]=3)[O:12][C:11]2=[O:29])[CH3:9])=[CH:4][CH:3]=1.[CH3:30][C:31]1[CH:36]=[C:35](B(O)O)[CH:34]=[CH:33][N:32]=1>>[F:22][C:19]1[CH:20]=[CH:21][C:16]([C@:13]2([CH2:23][C:24]([CH3:28])([CH3:27])[C:25]#[N:26])[O:12][C:11](=[O:29])[N:10]([C@H:8]([C:5]3[CH:6]=[CH:7][C:2]([C:35]4[CH:34]=[CH:33][N:32]=[C:31]([CH3:30])[CH:36]=4)=[CH:3][CH:4]=3)[CH3:9])[CH2:15][CH2:14]2)=[CH:17][CH:18]=1. Procedure details: The title compound was prepared from 3-((R)-3-((S)-1-(4-bromophenyl)ethyl)-6-(4-fluorophenyl)-2-oxo-1,3-oxazinan-6-yl)-2,2-dimethylpropanenitrile and 2-methylpyridine-4-boronic acid following a procedure analogous to that described in Example 1 Step 2. LC-MS Method 2 tR=0.926, m/z=472.2; 1H NMR (CD3OD) 1.31 (s, 3H), 1.41 (s, 1H), 1.58 (d, 3H), 2.30 (m, 2H), 2.34 (m, 1H), 2.43 (m, 1H), 2.61 (d, 2H), 2.81 (s, 3H), 3.21 (m, 1H), 5.62 (m, 1H), 7.08 (m, 2H), 7.29 (d, 2H), 7.41 (m, 2H), 7.79 (d, 2H), ... Reactants: [H-].[Na+] (sodium hydride), ClC1=NNC=2C=NC=NC21 (chloropyrazolopyrimidine), C(C)(C)(C)OC(=O)N1CCC(CC1)O (4-Hydroxy-piperidine-1-carboxylic acid tert-butyl ester), ClC1=C2C(=NC=N1)N(N=C2)C2=CC=C(C=C2)S(=O)(=O)C (4-chloro-1-(4-methanesulfonyl-phenyl)-1H-pyrazolo[3,4-d]pyrimidine). Run in C1CCOC1 (THF). Run at time 20 minute. Product: C(C)(C)(C)OC(=O)N1CCC(CC1)OC1=C2C(=NC=N1)N(N=C2)C2=CC=C(C=C2)S(=O)(=O)C (4-[1-(4-Methanesulfonyl-phenyl)-1H-pyrazolo[3,4-d]pyrimidin-4-yloxy]-piperidine-1-carboxylic acid tert-butyl ester). Reaction SMILES: [H-].[Na+].[C:3]([O:7][C:8]([N:10]1[CH2:15][CH2:14][CH:13]([OH:16])[CH2:12][CH2:11]1)=[O:9])([CH3:6])([CH3:5])[CH3:4].Cl[C:18]1[N:23]=[CH:22][N:21]=[C:20]2[N:24]([C:27]3[CH:32]=[CH:31][C:30]([S:33]([CH3:36])(=[O:35])=[O:34])=[CH:29][CH:28]=3)[N:25]=[CH:26][C:19]=12.ClC1C2N=CN=CC=2NN=1>C1COCC1>[C:3]([O:7][C:8]([N:10]1[CH2:15][CH2:14][CH:13]([O:16][C:18]2[N:23]=[CH:22][N:21]=[C:20]3[N:24]([C:27]4[CH:28]=[CH:29][C:30]([S:33]([CH3:36])(=[O:34])=[O:35])=[CH:31][CH:32]=4)[N:25]=[CH:26][C:19]=23)[CH2:12][CH2:11]1)=[O:9])([CH3:6])([CH3:4])[CH3:5] |f:0.1|. Reported procedure: Into a 16 mL reaction vial was placed sodium hydride (7.8 mg, 60% in oil, 0.195 mmol) and 0.5 mL of THF. 4-Hydroxy-piperidine-1-carboxylic acid tert-butyl ester (10 mg, 0.0487 mmol) was added to the suspension and the mixture was stirred 20 min under N2 at room temperature, followed by the slow addition of 4-chloro-1-(4-methanesulfonyl-phenyl)-1H-pyrazolo[3,4-d]pyrimidine (10 mg, 0.0325 mmol). After stirring overnight under N2 at room temperature, all of the starting chloropyrazolopyrimidine had...